This data is from the Open Reaction Database (ORD), a public repository of structured organic reaction records. The task is: describe an organic reaction: reactants, conditions, products, and yield The reactants are SC=1SC=C(N1)CC(=O)OCC (2-mercapto-thiazole-4-acetic acid, ethyl ester), C(C)(=O)OC(C)=O (acetic anhydride), BrC(C(=O)O)C1=CC=CC=C1 (α-bromophenylacetic acid), CC(=O)C (acetone). Run in C(C)(=O)O (acetic acid). Yields the product [Br-].C(C)(=O)OC1=C(SC=2SC=C([N+]21)CC(=O)OCC)C2=CC=CC=C2 (3-Acetoxy-2-phenyl-5-carbethoxymethylthiazolo[2,3-b]thiazolium bromide). Reaction SMILES: [SH:1][C:2]1[S:3][CH:4]=[C:5]([CH2:7][C:8]([O:10][CH2:11][CH3:12])=[O:9])[N:6]=1.[Br:13][CH:14]([C:18]1[CH:23]=[CH:22][CH:21]=[CH:20][CH:19]=1)[C:15]([OH:17])=O.[CH3:24][C:25](C)=[O:26].C(OC(=O)C)(=O)C>C(O)(=O)C>[Br-:13].[C:25]([O:17][C:15]1[N+:6]2[C:5]([CH2:7][C:8]([O:10][CH2:11][CH3:12])=[O:9])=[CH:4][S:3][C:2]=2[S:1][C:14]=1[C:18]1[CH:23]=[CH:22][CH:21]=[CH:20][CH:19]=1)(=[O:26])[CH3:24] |f:5.6|. Procedure: A mixture of 10.0 g (0.05 m.) 2-mercapto-thiazole-4-acetic acid, ethyl ester (prepared according to U.S. Pat. No. 2,766,238) and 10.75 g. (0.05 m.) α-bromophenylacetic acid in 200 ml. of acetone and 20 ml. each of glacial acetic acid and acetic anhydride is heated in an open flask for two hours. The solvents are removed and the residual solid triturated with acetone. 12 g. of title product is obtained, m.p. 160°-170° C. (dec.). Product: COC(=O)C(Cc1cccc(CN)c1)OC(C)C. RXN SMILES: [CH3:1][O:2][C:3]([CH:4]([CH2:5][c:6]1[cH:7][c:8]([CH2:12][NH:13][C:14]([O:15][C:16]([CH3:17])([CH3:18])[CH3:19])=[O:20])[cH:9][cH:10][cH:11]1)[O:21][CH:22]([CH3:23])[CH3:24])=[O:25].[ClH:32].[O:26]1[CH2:27][CH2:28][O:29][CH2:30][CH2:31]1>>[CH3:1][O:2][C:3]([CH:4]([CH2:5][c:6]1[cH:7][c:8]([CH2:12][NH2:13])[cH:9][cH:10][cH:11]1)[O:21][CH:22]([CH3:23])[CH3:24])=[O:25]. The reactants are COC(=O)C(Cc1cccc(CNC(=O)OC(C)(C)C)c1)OC(C)C, Cl, C1COCCO1. The reactants are CCOC(=O)C1CCCNC1=O, CCO, [H-], O=[N+]([O-])c1ccccc1CBr, [Na+], O. The product is CCOC(=O)C1(Cc2ccccc2[N+](=O)[O-])CCCNC1=O. Reaction SMILES: [C:6](=[O:7])([O:8][CH2:9][CH3:10])[CH:11]1[C:12](=[O:17])[NH:13][CH2:14][CH2:15][CH2:16]1.[CH3:3][CH2:4][OH:5].[H-:1].[N+:18](=[O:19])([O-:20])[c:21]1[c:22]([CH2:23][Br:24])[cH:25][cH:26][cH:27][cH:28]1.[Na+:2].[OH2:29]>>[C:6](=[O:7])([O:8][CH2:9][CH3:10])[C:11]1([CH2:23][c:22]2[c:21]([N+:18](=[O:19])[O-:20])[cH:28][cH:27][cH:26][cH:25]2)[C:12](=[O:17])[NH:13][CH2:14][CH2:15][CH2:16]1. Reactants: NC=1SC=CC1C(=O)N (2-aminothiophene-3-carboxamide), FC(C1=NN(C=2CCCCC12)CC(=O)O)(F)F (2-(3-(trifluoromethyl)-4,5,6,7-tetrahydro-1H-indazole-1-yl)acetic acid), C(=O)(N1C=NC=C1)N1C=NC=C1 (carbonyldiimidazole). Run in C(Cl)Cl.CN(C)C=O (DCM DMF). Run at temperature 120 celsius. Product: FC(C1=NN(C=2CCCCC12)CC(=O)NC=1SC=CC1C(=O)N)(F)F (2-(2-(3-(trifluoromethyl)-4,5,6,7-tetrahydroindazole-1-yl)acetamido)thiophene-3-carboxamide). Yield: 1.7%. As a reaction SMILES: [NH2:1][C:2]1[S:3][CH:4]=[CH:5][C:6]=1[C:7]([NH2:9])=[O:8].[F:10][C:11]([F:26])([F:25])[C:12]1[C:20]2[CH2:19][CH2:18][CH2:17][CH2:16][C:15]=2[N:14]([CH2:21][C:22](O)=[O:23])[N:13]=1.C(N1C=CN=C1)(N1C=CN=C1)=O>C(Cl)Cl.CN(C=O)C>[F:26][C:11]([F:10])([F:25])[C:12]1[C:20]2[CH2:19][CH2:18][CH2:17][CH2:16][C:15]=2[N:14]([CH2:21][C:22]([NH:1][C:2]2[S:3][CH:4]=[CH:5][C:6]=2[C:7]([NH2:9])=[O:8])=[O:23])[N:13]=1 |f:3.4|. Reported procedure: 2-aminothiophene-3-carboxamide (23 mg, 0.16 mmol) and 2-(3-(trifluoromethyl)-4,5,6,7-tetrahydro-1H-indazole-1-yl)acetic acid (40 mg, 0.16 mmol) were dissolved in DCM/DMF (2 mL/50 μL) and polymer supported carbonyldiimidazole (264 mg, 1.2 mmol/g, 0.32 mmol) added. The reaction mixture was heated at 120° C. for 10 min in a Biotage SmithCreator microwave. The reaction mixture was filtered washing with MeOH (10 mL), EtOAc (10 mL), and MeCN (10 mL). The filtrate was concentrated in vacuo to give a ye...